From a dataset of the Open Reaction Database (ORD), a public repository of structured organic reaction records. describe an organic reaction: reactants, conditions, products, and yield Starting materials: ClC=1C=C2C3=C(NC2=CC1)C(N(CC3)C)C (6-chloro-1,2-dimethyl-2,3,4,9-tetrahydro-1H-pyrido[3,4-b]indole), CuSO4.5H2O, N1=CC=CC2=CC=C3C=CC=NC3=C12 (1,10-phenanthroline), [O-]P(=O)([O-])[O-].[K+].[K+].[K+] (K3PO4), BrC#CC1=CC=C(C=C1)Cl (1-(bromoethynyl)-4-chlorobenzene). Run in C1(=CC=CC=C1)C (toluene). Run at temperature 80 celsius. The product is ClC=1C=C2C3=C(N(C2=CC1)C#CC1=CC=C(C=C1)Cl)C(N(CC3)C)C (6-chloro-9-((4-chlorophenyl)ethynyl)-1,2-dimethyl-2,3,4,9-tetrahydro-1H-pyrido[3,4-b]indole), solid. RXN SMILES: [Cl:1][C:2]1[CH:3]=[C:4]2[C:8](=[CH:9][CH:10]=1)[NH:7][C:6]1[CH:11]([CH3:16])[N:12]([CH3:15])[CH2:13][CH2:14][C:5]2=1.N1C2C(=CC=C3C=2N=CC=C3)C=CC=1.[O-]P([O-])([O-])=O.[K+].[K+].[K+].Br[C:40]#[C:41][C:42]1[CH:47]=[CH:46][C:45]([Cl:48])=[CH:44][CH:43]=1>C1(C)C=CC=CC=1>[Cl:1][C:2]1[CH:3]=[C:4]2[C:8](=[CH:9][CH:10]=1)[N:7]([C:40]#[C:41][C:42]1[CH:47]=[CH:46][C:45]([Cl:48])=[CH:44][CH:43]=1)[C:6]1[CH:11]([CH3:16])[N:12]([CH3:15])[CH2:13][CH2:14][C:5]2=1 |f:2.3.4.5|. Procedure details: 6-chloro-1,2-dimethyl-2,3,4,9-tetrahydro-1H-pyrido[3,4-b]indole (220 mg, 1 mmol) was mixed with CuSO4.5H2O (50 mg, 0.2 mmol), 1,10-phenanthroline (72 mg, 0.4 mmol), K3PO4 (425 mg, 2 mmol) and 1-(bromoethynyl)-4-chlorobenzene (237 mg, 1.1 mmol) in toluene (8-10 ml). The reaction mixture was flushed with nitrogen and heated at 80° C. for 16 h. The reaction mixture was filtered through Celite and Celite bed was rinsed with dichloromethane. Combined organic layer was concentrated under reduced press... Conditions: temperature 110 celsius, time 5 hour. Yield: 199.8%. Procedure: To a round bottom flask is added 2-(5-bromo-1-tert-butyl-1H-benzimidazol-2-yl)-benzamide (400 mg, 1.075 mmol) in N,N-dimethylformamide dimethyl acetal (5 mL). The reaction mixture is stirred at 110° C. for 5 hours. The reaction mixture is concentrated to remove all volatile material to afford 2-(5-bromo-1-tert-butyl-1H-benzimidazol-2-yl)-N-[1-dimethylamino-eth-(E)-ylidene]-benzamide (474 mg, 100%) ready for next step. LCMS (ESMS): m/z 441.71, 443.71 (M++1) Reactants: BrC1=CC2=C(N(C(=N2)C2=C(C(=O)N)C=CC=C2)C(C)(C)C)C=C1 (2-(5-bromo-1-tert-butyl-1H-benzimidazol-2-yl)-benzamide). The product is BrC1=CC2=C(N(C(=N2)C2=C(C(=O)/N=C(\C)/N(C)C)C=CC=C2)C(C)(C)C)C=C1 (2-(5-bromo-1-tert-butyl-1H-benzimidazol-2-yl)-N-[1-dimethylamino-eth-(E)-ylidene]-benzamide). Solvent: COC(N(C)C)OC (N,N-dimethylformamide dimethyl acetal). As a reaction SMILES: [Br:1][C:2]1[CH:23]=[CH:22][C:5]2[N:6]([C:18]([CH3:21])([CH3:20])[CH3:19])[C:7]([C:9]3[CH:17]=[CH:16][CH:15]=[CH:14][C:10]=3[C:11]([NH2:13])=[O:12])=[N:8][C:4]=2[CH:3]=1>COC(OC)N(C)C>[Br:1][C:2]1[CH:23]=[CH:22][C:5]2[N:6]([C:18]([CH3:19])([CH3:20])[CH3:21])[C:7]([C:9]3[CH:17]=[CH:16][CH:15]=[CH:14][C:10]=3[C:11](/[N:13]=[C:5](/[N:6]([CH3:18])[CH3:7])\[CH3:4])=[O:12])=[N:8][C:4]=2[CH:3]=1. Starting materials: C1CCOC1, CC(=O)OC(C)=O, O=CO, CC(C)NC(=O)c1cc(Oc2ccccc2)ccc1[N+](=O)[O-]. The product is CC(C)NC(=O)c1cc(Oc2ccccc2)ccc1NC=O. As a reaction SMILES: [CH2:33]1[O:34][CH2:35][CH2:36][CH2:37]1.[CH3:4][C:5]([O:6][C:7](=[O:8])[CH3:9])=[O:10].[CH:1](=[O:2])[OH:3].[N+:11]([O-:12])(=[O:13])[c:14]1[c:15]([C:16](=[O:17])[NH:18][CH:19]([CH3:20])[CH3:21])[cH:22][c:23]([O:26][c:27]2[cH:28][cH:29][cH:30][cH:31][cH:32]2)[cH:24][cH:25]1>>[CH:1](=[O:2])[NH:11][c:14]1[c:15]([C:16](=[O:17])[NH:18][CH:19]([CH3:20])[CH3:21])[cH:22][c:23]([O:26][c:27]2[cH:28][cH:29][cH:30][cH:31][cH:32]2)[cH:24][cH:25]1. Reactants: C(C)(=O)OC1=CC=C(CC2C(N(C(S2)=O)C(C2=CC=CC=C2)(C2=CC=CC=C2)C2=CC=CC=C2)=O)C=C1 (5-(4-acetoxybenzyl)-3-triphenylmethyl-thiazolidine-2,4-dione), C[O-].[Na+] (sodium methoxide), Cl (hydrochloric acid). The solvent is C1(=CC=CC=C1)C (toluene), CO (methanol). Run at time 1 hour. Product: OC1=CC=C(CC2C(N(C(S2)=O)C(C2=CC=CC=C2)(C2=CC=CC=C2)C2=CC=CC=C2)=O)C=C1 (5-(4-Hydroxybenzyl)-3-triphenylmethylthiazolidine-2,4-dione). Reaction SMILES: C[O-].[Na+].C([O:7][C:8]1[CH:40]=[CH:39][C:11]([CH2:12][CH:13]2[S:17][C:16](=[O:18])[N:15]([C:19]([C:32]3[CH:37]=[CH:36][CH:35]=[CH:34][CH:33]=3)([C:26]3[CH:31]=[CH:30][CH:29]=[CH:28][CH:27]=3)[C:20]3[CH:25]=[CH:24][CH:23]=[CH:22][CH:21]=3)[C:14]2=[O:38])=[CH:10][CH:9]=1)(=O)C.Cl>CO.C1(C)C=CC=CC=1>[OH:7][C:8]1[CH:9]=[CH:10][C:11]([CH2:12][CH:13]2[S:17][C:16](=[O:18])[N:15]([C:19]([C:32]3[CH:33]=[CH:34][CH:35]=[CH:36][CH:37]=3)([C:20]3[CH:25]=[CH:24][CH:23]=[CH:22][CH:21]=3)[C:26]3[CH:31]=[CH:30][CH:29]=[CH:28][CH:27]=3)[C:14]2=[O:38])=[CH:39][CH:40]=1 |f:0.1|. Procedure details: A solution of 2.99 g of a 28% w/v methanolic solution of sodium methoxide in 10 ml of methanol was added dropwise, whilst ice-cooling, to a solution of 7.86 g of 5-(4-acetoxybenzyl)-3-triphenylmethyl-thiazolidine-2,4-dione [prepared as described in step (c) above] in 70 ml of toluene, and the resulting mixture Was stirred at room temperature for 1 hour, after which it was allowed to stand overnight at the same temperature. The pH of the reaction mixture was then adjusted to a value of 4 by the a... The reactants are CCN(C(C)C)C(C)C, ClCCl, FC(F)(F)c1ccc(C2NCCc3ccccc32)cc1, O, O=C(Cl)Cc1ccccc1. Yields the product O=C(Cc1ccccc1)N1CCc2ccccc2C1c1ccc(C(F)(F)F)cc1. Reaction SMILES: [CH:21]([N:22]([CH2:23][CH3:24])[CH:25]([CH3:26])[CH3:27])([CH3:28])[CH3:29].[Cl:41][CH2:42][Cl:43].[F:1][C:2]([c:3]1[cH:4][cH:5][c:6]([CH:9]2[NH:10][CH2:11][CH2:12][c:13]3[cH:14][cH:15][cH:16][cH:17][c:18]32)[cH:7][cH:8]1)([F:19])[F:20].[OH2:40].[c:30]1([CH2:36][C:37](=[O:38])[Cl:39])[cH:31][cH:32][cH:33][cH:34][cH:35]1>>[F:1][C:2]([c:3]1[cH:4][cH:5][c:6]([CH:9]2[N:10]([C:37]([CH2:36][c:30]3[cH:31][cH:32][cH:33][cH:34][cH:35]3)=[O:38])[CH2:11][CH2:12][c:13]3[cH:14][cH:15][cH:16][cH:17][c:18]32)[cH:7][cH:8]1)([F:19])[F:20].